Task: describe an organic reaction: reactants, conditions, products, and yield. Dataset: the Open Reaction Database (ORD), a public repository of structured organic reaction records Starting materials: CSC, C=C(C(=O)O)c1ccccc1OC, ClCCl, O=[O+][O-]. The product is COc1ccccc1C(=O)C(=O)O. As a reaction SMILES: [CH3:17][S:18][CH3:19].[CH3:4][O:5][c:6]1[c:7]([C:12]([C:13](=[O:14])[OH:15])=[CH2:16])[cH:8][cH:9][cH:10][cH:11]1.[Cl:20][CH2:21][Cl:22].[O-:1][O+:2]=[O:3]>>[O:1]=[C:12]([c:7]1[c:6]([O:5][CH3:4])[cH:11][cH:10][cH:9][cH:8]1)[C:13](=[O:14])[OH:15].